From a dataset of the Open Reaction Database (ORD), a public repository of structured organic reaction records. describe an organic reaction: reactants, conditions, products, and yield Reactants: Cl[C@H]1CN(CCC1)CCC1=CC=C(C=C1)OC ((R)-(-)-3-chloro-1-(4-methoxyphenethyl)piperidine), ice water, [H-].[Na+] (sodium hydride), C1=CC=CC=2NC3=C(OCC21)C=CC=C3 (5,11-dihydrodibenzo[b,e][1,4]oxazepine). Run in CS(=O)C (dimethyl sulfoxide), petroleum ether, CS(=O)C (dimethyl sulfoxide). Conditions: time 30 minute. The product is COC1=CC=C(CCN2[C@@H](CCC2)CN2C3=C(OCC4=C2C=CC=C4)C=CC=C3)C=C1 ((S)-(-)-5,11-dihydro-5-[1-(4-methoxyphenethyl)-2-pyrrolidinylmethyl]dibenzo[b,e][1,4]oxazepine). Yield: 289.5%. Reaction SMILES: [H-].[Na+].[CH:3]1[C:13]2[CH2:12][O:11][C:10]3[CH:14]=[CH:15][CH:16]=[CH:17][C:9]=3[NH:8][C:7]=2[CH:6]=[CH:5][CH:4]=1.Cl[C@@H:19]1[CH2:24][CH2:23][CH2:22][N:21]([CH2:25][CH2:26][C:27]2[CH:32]=[CH:31][C:30]([O:33][CH3:34])=[CH:29][CH:28]=2)[CH2:20]1>CS(C)=O>[CH3:34][O:33][C:30]1[CH:29]=[CH:28][C:27]([CH2:26][CH2:25][N:21]2[CH2:22][CH2:23][CH2:24][C@H:20]2[CH2:19][N:8]2[C:7]3[CH:6]=[CH:5][CH:4]=[CH:3][C:13]=3[CH2:12][O:11][C:10]3[CH:14]=[CH:15][CH:16]=[CH:17][C:9]2=3)=[CH:32][CH:31]=1 |f:0.1|. Reported procedure: Sixty-percent sodium hydride (480 mg, 12 mmols) was washed with petroleum ether, and then suspended in 40 ml of dimethyl sulfoxide. To the suspension were added 2.0 g (10 mmols) of 5,11-dihydrodibenzo[b,e][1,4]oxazepine. The mixture was stirred in a nitrogen atmosphere at room temperature for 30 minutes. To this reaction solution was added dropwise a solution of 8.8 g (35 mmols) of (R)-(-)-3-chloro-1-(4-methoxyphenethyl)piperidine [[α]D25 =-7.4 (c=1.1, ethanol)] in 30 ml of dimethyl sulfoxide at... The reactants are solid, BrC=1C=CC=2N(C1)C(=CN2)C2=CC=C(C#N)C=C2 (4-(6-bromo-imidazo[1,2-a]pyridin-3-yl)-benzonitrile), BrC=1C=CC=2N(C1)C(=CN2)C2=CC=C(C#N)C=C2 (4-(6-bromo-imidazo[1,2-a]pyridin-3-yl)-benzonitrile), ClC1=CC=C(C=C1)N1N=CC=C1B1OC(C(O1)(C)C)(C)C (1-(4-chloro-phenyl)-5-(4,4,5,5-tetramethyl-[1,3,2]dioxaborolan-2-yl)-1H-pyrazole), ClC1=CC=C(C=C1)N1N=CC=C1B1OC(C(O1)(C)C)(C)C (1-(4-chloro-phenyl)-5-(4,4,5,5-tetramethyl-[1,3,2]dioxaborolan-2-yl)-1H-pyrazole). Product: ClC1=CC=C(C=C1)N1N=CC=C1C=1C=CC=2N(C1)C(=CN2)C2=CC=C(C#N)C=C2 (4-{6-[2-(4-Chloro-phenyl)-2H-pyrazol-3-yl]-imidazo[1,2-a]pyridin-3-yl}-benzonitrile). RXN SMILES: Br[C:2]1[CH:3]=[CH:4][C:5]2[N:6]([C:8]([C:11]3[CH:18]=[CH:17][C:14]([C:15]#[N:16])=[CH:13][CH:12]=3)=[CH:9][N:10]=2)[CH:7]=1.[Cl:19][C:20]1[CH:25]=[CH:24][C:23]([N:26]2[C:30](B3OC(C)(C)C(C)(C)O3)=[CH:29][CH:28]=[N:27]2)=[CH:22][CH:21]=1>>[Cl:19][C:20]1[CH:21]=[CH:22][C:23]([N:26]2[C:30]([C:2]3[CH:3]=[CH:4][C:5]4[N:6]([C:8]([C:11]5[CH:18]=[CH:17][C:14]([C:15]#[N:16])=[CH:13][CH:12]=5)=[CH:9][N:10]=4)[CH:7]=3)=[CH:29][CH:28]=[N:27]2)=[CH:24][CH:25]=1. Procedure details: The title compound, white solid (78 mg, 59%), MS (ISP) m/z=396.5 [(M+H)+], mp 208° C., was prepared in accordance with the general method of example 1 from 4-(6-bromo-imidazo[1,2-a]pyridin-3-yl)-benzonitrile (intermediate N) (0.1 g, 0.335 mmol) and 1-(4-chloro-phenyl)-5-(4,4,5,5-tetramethyl-[1,3,2]dioxaborolan-2-yl)-1H-pyrazole (intermediate B) (0.13 g, 0.44 mmol). Starting materials: Cc1ccc(C=O)cc1C, C[O-], CCO, N#CCc1cccc(F)c1, [Na+]. Yields the product Cc1ccc(C=C(C#N)c2cccc(F)c2)cc1C. Reaction SMILES: [CH3:1][c:2]1[cH:3][c:4]([CH:5]=[O:6])[cH:7][cH:8][c:9]1[CH3:10].[CH3:21][O-:22].[CH3:24][CH2:25][OH:26].[F:11][c:12]1[cH:13][c:14]([CH2:18][C:19]#[N:20])[cH:15][cH:16][cH:17]1.[Na+:23]>>[CH3:1][c:2]1[cH:3][c:4]([CH:5]=[C:18]([c:14]2[cH:13][c:12]([F:11])[cH:17][cH:16][cH:15]2)[C:19]#[N:20])[cH:7][cH:8][c:9]1[CH3:10]. Procedure: Further, rutin is a flavonoid glycoside which is contained in buckwheat and tea leaves. Digitoxin is colorless white-crystalline powder which is contained in digitalis. Lanatoside C is much contained in digitalis lanata. Lanatoside C is hydrolyzed with alkali to obtain deslanoside. Deslanoside is removed of glucose by an enzyme reaction to obtain digoxin. Strophanthin is a glycoside contained in apocynaceae plants. Glycyrrhizin and glycyrrhizard are colorless crystal contained in licorice roots.... Product: C[C@@H]1[C@H]([C@H](C[C@@H](O1)O[C@H]2CC[C@]3([C@@H](C2)CC[C@@H]4[C@@H]3C[C@H]([C@]5([C@@]4(CC[C@@H]5C6=CC(=O)OC6)O)C)O)C)O)O[C@H]7C[C@@H]([C@@H]([C@H](O7)C)O[C@H]8C[C@@H]([C@@H]([C@H](O8)C)O[C@H]9[C@@H]([C@H]([C@@H]([C@H](O9)CO)O)O)O)O)O (deslanoside). Reaction SMILES: C[C@@H]1O[C@@H](OC[C@H]2O[C@@H](OC3C(=O)C4C(O)=CC(O)=CC=4OC=3C3C=CC(O)=C(O)C=3)[C@H](O)[C@@H](O)[C@@H]2O)[C@H](O)[C@H](O)[C@H]1O.C[C@H]1O[C@@H](O[C@H]2[C@@H](O)C[C@H](O[C@H]3[C@@H](O)C[C@H](O[C@@H]4C[C@H]5CC[C@H]6[C@@]7(O)CC[C@H](C8COC(=O)C=8)[C@@]7(C)CC[C@@H]6[C@@]5(C)CC4)O[C@@H]3C)O[C@@H]2C)C[C@H](O)[C@@H]1O.[CH3:98][C@H:99]1[O:104][C@@H:103]([O:105][C@@H:106]2[CH2:111][C@H:110]3[CH2:112][CH2:113][C@H:114]4[C@@:119]5([OH:129])[CH2:120][CH2:121][C@H:122]([C:123]6[CH2:128][O:127][C:125](=[O:126])[CH:124]=6)[C@@:118]5([CH3:130])[C@H:117]([OH:131])[CH2:116][C@@H:115]4[C@@:109]3([CH3:132])[CH2:108][CH2:107]2)[CH2:102][C@H:101]([OH:133])[C@@H:100]1[O:134][C@@H:135]1[O:140][C@H:139]([CH3:141])[C@@H:138]([O:142][C@@H:143]2[O:148][C@H:147]([CH3:149])[C@@H:146]([O:150][C@@H:151]3[O:156][C@H:155]([CH2:157][OH:158])[C@@H:154]([OH:159])[C@H:153]([OH:160])[C@H:152]3[OH:161])[C@@H:145]([O:162]C(C)=O)[CH2:144]2)[C@@H:137]([OH:166])[CH2:136]1>>[CH3:98][C@H:99]1[O:104][C@@H:103]([O:105][C@@H:106]2[CH2:111][C@H:110]3[CH2:112][CH2:113][C@H:114]4[C@@:119]5([OH:129])[CH2:120][CH2:121][C@H:122]([C:123]6[CH2:128][O:127][C:125](=[O:126])[CH:124]=6)[C@@:118]5([CH3:130])[C@H:117]([OH:131])[CH2:116][C@@H:115]4[C@@:109]3([CH3:132])[CH2:108][CH2:107]2)[CH2:102][C@H:101]([OH:133])[C@@H:100]1[O:134][C@@H:135]1[O:140][C@H:139]([CH3:141])[C@@H:138]([O:142][C@@H:143]2[O:148][C@H:147]([CH3:149])[C@@H:146]([O:150][C@@H:151]3[O:156][C@H:155]([CH2:157][OH:158])[C@@H:154]([OH:159])[C@H:153]([OH:160])[C@H:152]3[OH:161])[C@@H:145]([OH:162])[CH2:144]2)[C@@H:137]([OH:166])[CH2:136]1. Reactants: C[C@H]1[C@@H]([C@H]([C@H]([C@@H](O1)OC[C@@H]2[C@H]([C@@H]([C@H]([C@@H](O2)OC3=C(OC=4C=C(C=C(C4C3=O)O)O)C=5C=CC(=C(C5)O)O)O)O)O)O)O)O (rutin), C[C@@H]1[C@H]([C@H](C[C@@H](O1)O[C@H]2CC[C@]3([C@@H](C2)CC[C@@H]4[C@@H]3C[C@H]([C@]5([C@@]4(CC[C@@H]5C6=CC(=O)OC6)O)C)O)C)O)O[C@H]7C[C@@H]([C@@H]([C@H](O7)C)O[C@H]8C[C@@H]([C@@H]([C@H](O8)C)O[C@H]9[C@@H]([C@H]([C@@H]([C@H](O9)CO)O)O)O)OC(=O)C)O (Lanatoside C), C[C@@H]1[C@H]([C@H](C[C@@H](O1)O[C@H]2CC[C@]3([C@@H](C2)CC[C@@H]4[C@@H]3C[C@H]([C@]5([C@@]4(CC[C@@H]5C6=CC(=O)OC6)O)C)O)C)O)O[C@H]7C[C@@H]([C@@H]([C@H](O7)C)O[C@H]8C[C@@H]([C@@H]([C@H](O8)C)O[C@H]9[C@@H]([C@H]([C@@H]([C@H](O9)CO)O)O)O)OC(=O)C)O (Lanatoside C), flavonoid glycoside, C[C@@H]1[C@H]([C@H](C[C@@H](O1)O[C@@H]2[C@H](O[C@H](C[C@@H]2O)O[C@@H]3[C@H](O[C@H](C[C@@H]3O)O[C@H]4CC[C@]5([C@@H](C4)CC[C@@H]6[C@@H]5CC[C@]7([C@@]6(CC[C@@H]7C8=CC(=O)OC8)O)C)C)C)C)O)O (Digitoxin). Reactants: FC1=CC=C(C=N1)C1=C(C=C(C=C1)C=1C=CC2=C(NC3=C(NC2=O)C=C(C=C3)CC(=O)OC)C1)OC (methyl {3-[4-(6-fluoropyridin-3-yl)-3-methoxyphenyl]-11-oxo-10,11-dihydro-5H-dibenzo[b,e][1,4]diazepin-8-yl}acetate), C(C)(=O)O (acetic acid). The solvent is O (water), C(C)(=O)OCC (ethyl acetate). Product: COC=1C=C(C=CC1C1=CNC(C=C1)=O)C=1C=CC2=C(NC3=C(NC2=O)C=C(C=C3)CC(=O)OC)C1 (methyl {3-[3-methoxy-4-(6-oxo-1,6-dihydropyridin-3-yl)phenyl]-11-oxo-10,11-dihydro-5H-dibenzo[b,e][1,4]diazepin-8-yl}acetate). The yield is 13.0%. As a reaction SMILES: F[C:2]1[N:7]=[CH:6][C:5]([C:8]2[CH:13]=[CH:12][C:11]([C:14]3[CH:15]=[CH:16][C:17]4[C:23](=[O:24])[NH:22][C:21]5[CH:25]=[C:26]([CH2:29][C:30]([O:32][CH3:33])=[O:31])[CH:27]=[CH:28][C:20]=5[NH:19][C:18]=4[CH:34]=3)=[CH:10][C:9]=2[O:35][CH3:36])=[CH:4][CH:3]=1.C(O)(=[O:39])C>O.C(OCC)(=O)C>[CH3:36][O:35][C:9]1[CH:10]=[C:11]([C:14]2[CH:15]=[CH:16][C:17]3[C:23](=[O:24])[NH:22][C:21]4[CH:25]=[C:26]([CH2:29][C:30]([O:32][CH3:33])=[O:31])[CH:27]=[CH:28][C:20]=4[NH:19][C:18]=3[CH:34]=2)[CH:12]=[CH:13][C:8]=1[C:5]1[CH:4]=[CH:3][C:2](=[O:39])[NH:7][CH:6]=1. Reported procedure: A mixture of Example 656A (20 mg, 0.04 mmol) in acetic acid (1 mL) and water (200 μL) was heated at 100° C. overnight, cooled to room temperature, diluted with ethyl acetate, washed with water and brine, dried (MgSO4), filtered and concentrated. The concentrate was purified by preparative HPLC (2.5 mg, 13% yield). MS (ESI) m/e 482 (M+H)+; 1H NMR (400 MHz, DMSO-d.6 □ 11.67 (br s, 1H), 9.83 (s, 1H), 7.95 (s, 1H), 7.77 (d, J=8.1 Hz, 1H), 7.69 (dd, J=9.7, 2.5 Hz, 1H), 7.56 (m, 1H), 7.24-7.43 (m, 5H)... Product: O=C(NC(Cc1cccc(SC(F)(F)F)c1)C(O)c1ccc(F)cc1)c1ccc(F)c2ccccc12. Reaction SMILES: [CH2:39]([N:40]=[C:41]=[N:42][CH2:43][CH2:44][CH2:45][N:46]([CH3:47])[CH3:48])[CH3:49].[CH3:61][C:62]#[N:63].[ClH:38].[F:24][c:25]1[cH:26][cH:27][c:28]([C:35](=[O:36])[OH:37])[c:29]2[cH:30][cH:31][cH:32][cH:33][c:34]12.[NH2:1][CH:2]([CH:3]([OH:4])[c:5]1[cH:6][cH:7][c:8]([F:11])[cH:9][cH:10]1)[CH2:12][c:13]1[cH:14][c:15]([S:19][C:20]([F:21])([F:22])[F:23])[cH:16][cH:17][cH:18]1.[OH2:50].[OH2:64].[OH:51][n:52]1[c:53]2[cH:54][cH:55][cH:56][cH:57][c:58]2[n:59][n:60]1>>[NH:1]([CH:2]([CH:3]([OH:4])[c:5]1[cH:6][cH:7][c:8]([F:11])[cH:9][cH:10]1)[CH2:12][c:13]1[cH:14][c:15]([S:19][C:20]([F:21])([F:22])[F:23])[cH:16][cH:17][cH:18]1)[C:35]([c:28]1[cH:27][cH:26][c:25]([F:24])[c:34]2[c:29]1[cH:30][cH:31][cH:32][cH:33]2)=[O:36]. Starting materials: CCN=C=NCCCN(C)C, CC#N, Cl, O=C(O)c1ccc(F)c2ccccc12, NC(Cc1cccc(SC(F)(F)F)c1)C(O)c1ccc(F)cc1, O, O, On1nnc2ccccc21. Run in C(C)O (ethanol). Reaction conditions: time 17 hour. The product is C1(CCCCC1)CCC[C@H](CC(=O)OC(C)(C)C)C1=NC(=NO1)C(=O)N1CCOCC1 (tert-Butyl (3R)-6-cyclohexyl-3-[3-(4-morpholinylcarbonyl)-1,2,4-oxadiazol-5-yl]hexanoate). Procedure details: A solution of ethyl 5-{(1R)-1-[2-(tert-butoxy)-2-oxoethyl]-4-cyclohexylbutyl)-1,2,4-oxadiazole-3-carboxylate (Preparation 3) (300 mg, 0.76 mmol) in ethanol (4 ml) was cooled to 0° C. then treated with morpholine (0.066 ml, 7.60 mmol). The resulting mixture was warmed to room temperature and stirred under a nitrogen atmosphere for 17 hours. Further morpholine (0.53 ml, 6.08 mmol) was added and the mixture heated to 60° C. for 8 hours. The mixture was cooled and the solvent was removed under reduc... The yield is 81.3%. The reactants are N1CCOCC1 (morpholine), C(C)(C)(C)OC(C[C@@H](CCCC1CCCCC1)C1=NC(=NO1)C(=O)OCC)=O (ethyl 5-{(1R)-1-[2-(tert-butoxy)-2-oxoethyl]-4-cyclohexylbutyl)-1,2,4-oxadiazole-3-carboxylate), N1CCOCC1 (morpholine). As a reaction SMILES: [C:1]([O:5][C:6](=[O:28])[CH2:7][C@H:8]([C:18]1[O:22][N:21]=[C:20]([C:23](OCC)=[O:24])[N:19]=1)[CH2:9][CH2:10][CH2:11][CH:12]1[CH2:17][CH2:16][CH2:15][CH2:14][CH2:13]1)([CH3:4])([CH3:3])[CH3:2].[NH:29]1[CH2:34][CH2:33][O:32][CH2:31][CH2:30]1>C(O)C>[CH:12]1([CH2:11][CH2:10][CH2:9][C@@H:8]([C:18]2[O:22][N:21]=[C:20]([C:23]([N:29]3[CH2:34][CH2:33][O:32][CH2:31][CH2:30]3)=[O:24])[N:19]=2)[CH2:7][C:6]([O:5][C:1]([CH3:3])([CH3:2])[CH3:4])=[O:28])[CH2:13][CH2:14][CH2:15][CH2:16][CH2:17]1. Reactants: C(C1=CC=CC=C1)O[C@H]1[C@]2(O[C@@H]([C@H]([C@@H]1OCC1=CC=CC=C1)OCC1=CC=CC=C1)COCC1=CC=CC=C1)[C@@H](OC1=C2C=C(C(=C1)Cl)CC1=CC=C(C=C1)CC)O ((2R,2′S,3′R,4′S,5′R,6′R)-3′,4′,5′-tris(benzyloxy)-6′-(benzyloxymethyl)-6-chloro-5-(4-ethylbenzyl)-3′,4′,5′,6′-tetrahydro-2H-spiro[benzofuran-3,2′-pyran]-2-ol), [Cr](=O)(=O)([O-])Cl.[NH+]1=CC=CC=C1 (pyridinium chlorochromate), CCOC(=O)C (EtOAc). Run in petroleum ether, C(Cl)Cl (DCM). Conditions: time 5 day. Yields the product C(C1=CC=CC=C1)O[C@H]1[C@]2(O[C@@H]([C@H]([C@@H]1OCC1=CC=CC=C1)OCC1=CC=CC=C1)COCC1=CC=CC=C1)C(OC1=C2C=C(C(=C1)Cl)CC1=CC=C(C=C1)CC)=O ((2′S,3′R,4′S,5′R,6′R)-3′,4′,5′-tris(benzyloxy)-6′-(benzyloxymethyl)-6-chloro-5-(4-ethylbenzyl)-3′,4′,5′,6′-tetrahydro-2H-spiro[benzofuran-3,2′-pyran]-2-one). Isolated yield 62.9%. As a reaction SMILES: [CH2:1]([O:8][C@@H:9]1[C@@H:14]([O:15][CH2:16][C:17]2[CH:22]=[CH:21][CH:20]=[CH:19][CH:18]=2)[C@H:13]([O:23][CH2:24][C:25]2[CH:30]=[CH:29][CH:28]=[CH:27][CH:26]=2)[C@@H:12]([CH2:31][O:32][CH2:33][C:34]2[CH:39]=[CH:38][CH:37]=[CH:36][CH:35]=2)[O:11][C@:10]21[C:43]1[CH:44]=[C:45]([CH2:49][C:50]3[CH:55]=[CH:54][C:53]([CH2:56][CH3:57])=[CH:52][CH:51]=3)[C:46]([Cl:48])=[CH:47][C:42]=1[O:41][C@H:40]2[OH:58])[C:2]1[CH:7]=[CH:6][CH:5]=[CH:4][CH:3]=1.[Cr](Cl)([O-])(=O)=O.[NH+]1C=CC=CC=1.CCOC(C)=O>C(Cl)Cl>[CH2:1]([O:8][C@@H:9]1[C@@H:14]([O:15][CH2:16][C:17]2[CH:22]=[CH:21][CH:20]=[CH:19][CH:18]=2)[C@H:13]([O:23][CH2:24][C:25]2[CH:26]=[CH:27][CH:28]=[CH:29][CH:30]=2)[C@@H:12]([CH2:31][O:32][CH2:33][C:34]2[CH:39]=[CH:38][CH:37]=[CH:36][CH:35]=2)[O:11][C@:10]21[C:43]1[CH:44]=[C:45]([CH2:49][C:50]3[CH:55]=[CH:54][C:53]([CH2:56][CH3:57])=[CH:52][CH:51]=3)[C:46]([Cl:48])=[CH:47][C:42]=1[O:41][C:40]2=[O:58])[C:2]1[CH:3]=[CH:4][CH:5]=[CH:6][CH:7]=1 |f:1.2|. Reported procedure: To a solution of 27 (8 mg, 10 μmol) in DCM was added pyridinium chlorochromate (9 mg, 42 μmol, 4.2 equiv). The mixture was stirred for 5 days until the reaction was complete. The mixture was directly loaded onto a preparatory TLC plate and developed using 15% EtOAc in petroleum ether to give 48 (5 mg, 62% yield). 1H NMR (300 MHz, CDCl3) δ 7.00-7.40 (m, 25H), 6.76 (d, J=6.6 Hz, 2H), 4.80-4.92 (m, 3H), 4.64 (d, J=10.8 Hz, 1H), 4.38-4.57 (m, 5H), 3.92-4.03 (m, 3H), 3.71-3.82 (m, 3H), 3.60 (dd, J=1....